This data is from the Open Reaction Database (ORD), a public repository of structured organic reaction records. The task is: describe an organic reaction: reactants, conditions, products, and yield Starting materials: COc1ccc(N(C)c2nc(CNC(=O)C(C)NC(=O)OC(C)(C)C)nc3ccccc23)cc1, CCN(C(C)C)C(C)C, CCN=C=NCCCN(C)C, COc1ccc(N(C)c2nc(CN)nc3ccccc23)cc1, CN(C)C=O. Yields the product COc1ccc(N(C)c2nc(CNC(=O)C(C)N)nc3ccccc23)cc1. RXN SMILES: [C:1]([O:2][C:3](=[O:4])[NH:7][CH:8]([CH3:9])[C:10]([NH:11][CH2:12][c:13]1[n:14][c:15]2[cH:16][cH:17][cH:18][cH:19][c:20]2[c:21]([N:23]([CH3:24])[c:25]2[cH:26][cH:27][c:28]([O:31][CH3:32])[cH:29][cH:30]2)[n:22]1)=[O:33])([CH3:5])([CH3:6])[CH3:34].[CH2:68]([N:69]([CH:70]([CH3:71])[CH3:72])[CH:73]([CH3:74])[CH3:75])[CH3:76].[CH3:57][CH2:58][N:59]=[C:60]=[N:61][CH2:62][CH2:63][CH2:64][N:65]([CH3:66])[CH3:67].[NH2:35][CH2:36][c:37]1[n:38][c:39]([N:40]([c:41]2[cH:42][cH:43][c:44]([O:45][CH3:46])[cH:47][cH:48]2)[CH3:49])[c:50]2[c:51]([cH:52][cH:53][cH:54][cH:55]2)[n:56]1.[O:77]=[CH:78][N:79]([CH3:80])[CH3:81]>>[NH2:7][CH:8]([CH3:9])[C:10]([NH:11][CH2:12][c:13]1[n:14][c:15]2[cH:16][cH:17][cH:18][cH:19][c:20]2[c:21]([N:23]([CH3:24])[c:25]2[cH:26][cH:27][c:28]([O:31][CH3:32])[cH:29][cH:30]2)[n:22]1)=[O:33].